Dataset: the Open Reaction Database (ORD), a public repository of structured organic reaction records. Task: describe an organic reaction: reactants, conditions, products, and yield The reactants are C(C(CCC)CCC)(=O)O (valproic acid), C[O-].[Mg+2].C[O-] (magnesium methoxide), C(C)#N (Acetonitrile), alcohol. Run in CC(C)O (2-propanol), CO (methanol). Yields the product O.C(C(CCC)CCC)(=O)[O-].[Mg+2].C(C(CCC)CCC)(=O)[O-] (magnesium valproate hydrate). Reaction SMILES: [C:1]([OH:10])(=[O:9])[CH:2]([CH2:6][CH2:7][CH3:8])[CH2:3][CH2:4][CH3:5].C[O-].[Mg+2:13].C[O-].C(#N)C>CC(O)C.CO>[OH2:9].[C:1]([O-:10])(=[O:9])[CH:2]([CH2:6][CH2:7][CH3:8])[CH2:3][CH2:4][CH3:5].[Mg+2:13].[C:1]([O-:10])(=[O:9])[CH:2]([CH2:6][CH2:7][CH3:8])[CH2:3][CH2:4][CH3:5] |f:1.2.3,7.8.9.10|. Reported procedure: A solution of magnesium valproate was obtained in the following manner. To a magnetically stirred, clear, colorless solution of valproic acid (2.88 g; 0.02 mol; Sigma Aldrich Chemical Co.) in 20 mL of 2-propanol was added 10 mL (0.01 mol) of magnesium methoxide solution in methanol (Sigma Aldrich Chemical Co.). A clear, pale yellow solution was obtained. Acetonitrile was added to the alcohol solution in portions, and after 100 mL had been added, a white precipitate formed. The reaction mixture w...